This data is from the Open Reaction Database (ORD), a public repository of structured organic reaction records. The task is: describe an organic reaction: reactants, conditions, products, and yield Starting materials: C(#N)CC(=O)OC(C)(C)C (t-Butyl cyanoacetate), C(OCC)(OCC)OCC (triethyl orthoformate), Cl.COC(C1=CC=C(C=C1)CNN)=O (4-Hydrazinomethyl-benzoic acid methyl ester hydrochloride), CCN(C(C)C)C(C)C (DIPEA), C(C)(=O)OC(C)=O (acetic anhydride). Run in C(C)(=O)OCC (ethyl acetate), C(C)O (ethanol). Conditions: temperature 125 celsius. Yields the product C(C)(C)(C)OC(=O)C=1C=NN(C1N)CC1=CC=C(C=C1)C(=O)OC (5-Amino-1-(4-methoxycarbonyl-benzyl)-1H-pyrazole-4-carboxylic acid tert-butyl ester). Yield: 60.9%. RXN SMILES: [C:1]([CH2:3][C:4]([O:6][C:7]([CH3:10])([CH3:9])[CH3:8])=[O:5])#[N:2].[CH:11](OCC)(OCC)OCC.C(OC(=O)C)(=O)C.Cl.[CH3:29][O:30][C:31](=[O:41])[C:32]1[CH:37]=[CH:36][C:35]([CH2:38][NH:39][NH2:40])=[CH:34][CH:33]=1.CCN(C(C)C)C(C)C>C(O)C.C(OCC)(=O)C>[C:7]([O:6][C:4]([C:3]1[CH:11]=[N:40][N:39]([CH2:38][C:35]2[CH:36]=[CH:37][C:32]([C:31]([O:30][CH3:29])=[O:41])=[CH:33][CH:34]=2)[C:1]=1[NH2:2])=[O:5])([CH3:10])([CH3:9])[CH3:8] |f:3.4|. Procedure details: t-Butyl cyanoacetate (600 mg, 4.25 mmol) was dissolved in triethyl orthoformate (1.06 ml, 6.38 mmol), acetic anhydride (0.40 ml, 4.25 mmol) was added and the mixture heated to 125° C. for 2 hours. The solution was evaporated to leave a yellow oil. This oil was redissolved in ethanol (5 ml) and treated with 4-Hydrazinomethyl-benzoic acid methyl ester hydrochloride (Intermediate#52) (230 mg, 1.06 mmol) and DIPEA (184 μl, 1.06 mmol). The resulting mixture was heated to reflux for 2 h and then coole... Starting materials: FC(CNC(=O)NC=1C=C(C=CC1)C1=CN=C2N1N=CC(=C2)C2=CC=C(C=C2)C(C(=O)O)C)(F)F (2-(4-{3-[3-({[(2,2,2-trifluoroethyl)amino]carbonyl}amino)phenyl]imidazo[1,2-b]pyridazin-7-yl}phenyl)propanoic acid), O[C@@H]1CNCC1 ((S)-3-hydroxypyrrolidine). Product: O[C@@H]1CN(CC1)C(C(C)C1=CC=C(C=C1)C1=CC=2N(N=C1)C(=CN2)C=2C=C(C=CC2)NC(=O)NCC(F)(F)F)=O (N-{3-[7-(4-{2-[(3S)-3-Hydroxypyrrolidin-1-yl]-1-methyl-2-oxoethyl}phenyl)imidazo[1,2-b]pyridazin-3-yl]phenyl}-N′-(2,2,2-trifluoroethyl)urea). RXN SMILES: [F:1][C:2]([F:35])([F:34])[CH2:3][NH:4][C:5]([NH:7][C:8]1[CH:9]=[C:10]([C:14]2[N:18]3[N:19]=[CH:20][C:21]([C:23]4[CH:28]=[CH:27][C:26]([CH:29]([CH3:33])[C:30]([OH:32])=O)=[CH:25][CH:24]=4)=[CH:22][C:17]3=[N:16][CH:15]=2)[CH:11]=[CH:12][CH:13]=1)=[O:6].[OH:36][C@H:37]1[CH2:41][CH2:40][NH:39][CH2:38]1>>[OH:36][C@H:37]1[CH2:41][CH2:40][N:39]([C:30](=[O:32])[CH:29]([C:26]2[CH:27]=[CH:28][C:23]([C:21]3[CH:20]=[N:19][N:18]4[C:14]([C:10]5[CH:9]=[C:8]([NH:7][C:5]([NH:4][CH2:3][C:2]([F:35])([F:34])[F:1])=[O:6])[CH:13]=[CH:12][CH:11]=5)=[CH:15][N:16]=[C:17]4[CH:22]=3)=[CH:24][CH:25]=2)[CH3:33])[CH2:38]1. Procedure: This compound was prepared by using procedure analogous to those described for the synthesis of Example 98, Step 9 starting from 2-(4-{3-[3-({[(2,2,2-trifluoroethyl)amino]carbonyl}amino)phenyl]imidazo[1,2-b]pyridazin-7-yl}phenyl)propanoic acid and (S)-3-hydroxypyrrolidine. LCMS (M+H)+: m/z=553.3